This data is from the Open Reaction Database (ORD), a public repository of structured organic reaction records. The task is: describe an organic reaction: reactants, conditions, products, and yield Starting materials: CCOC(=O)CCCN(CCC(=O)OCC)Cc1ccccc1, CC(C)(C)[O-], Cl, [K+], Cc1ccccc1C. Yields the product O=C1CCCN(Cc2ccccc2)CC1. RXN SMILES: [CH2:7]([c:8]1[cH:9][cH:10][cH:11][cH:12][cH:13]1)[N:14]([CH2:15][CH2:16][CH2:17][C:21]([O:22][CH2:26][CH3:28])=[O:29])[CH2:23][CH2:24][C:25](=[O:20])[O:27][CH2:18][CH3:19].[CH3:1][C:2]([CH3:3])([O-:4])[CH3:5].[ClH:30].[K+:6].[c:31]1([CH3:32])[c:33]([CH3:34])[cH:35][cH:36][cH:37][cH:38]1>>[CH2:7]([c:8]1[cH:9][cH:10][cH:11][cH:12][cH:13]1)[N:14]1[CH2:15][CH2:16][CH2:17][C:25](=[O:27])[CH2:24][CH2:23]1. Reactants: ClC1=CC=C(C=C1)C(CNC(C)C)NC1=CC=C(C=C1)B1OC(C(O1)(C)C)(C)C (1-(4-Chlorophenyl)-N2-isopropyl-N1-(4-(4,4,5,5-tetramethyl-1,3,2-dioxaborolan-2-yl)phenyl)ethane-1,2-diamine), C(=O)([O-])[O-].[Na+].[Na+] (Na2CO3), [N+](=O)([O-])C1=CC=C(C(=O)O[C@@H]2C[C@H](C3=C2N=CN=C3Cl)C)C=C1 ((5R,7R)-4-chloro-5-methyl-6,7-dihydro-5H-cyclopenta[d]pyrimidin-7-yl 4-nitrobenzoate), C(CC)O (n-propanol). The reagents and catalysts are C=1C=CC(=CC1)[P](C=2C=CC=CC2)(C=3C=CC=CC3)[Pd]([P](C=4C=CC=CC4)(C=5C=CC=CC5)C=6C=CC=CC6)([P](C=7C=CC=CC7)(C=8C=CC=CC8)C=9C=CC=CC9)[P](C=1C=CC=CC1)(C=1C=CC=CC1)C=1C=CC=CC1 (Pd(PPh3)4). Conditions: temperature 90 celsius. The product is Cl.ClC1=CC=C(C=C1)C(CNC(C)C)NC1=CC=C(C=C1)C=1C2=C(N=CN1)[C@@H](C[C@H]2C)O ((5R,7R)-4-(4-(1-(4-Chlorophenyl)-2-(isopropylamino)ethylamino)phenyl)-5-methyl-6,7-dihydro-5H-cyclopenta[d]pyrimidin-7-ol hydrochloride). Reaction SMILES: [Cl:1][C:2]1[CH:7]=[CH:6][C:5]([CH:8]([NH:14][C:15]2[CH:20]=[CH:19][C:18](B3OC(C)(C)C(C)(C)O3)=[CH:17][CH:16]=2)[CH2:9][NH:10][CH:11]([CH3:13])[CH3:12])=[CH:4][CH:3]=1.C([O-])([O-])=O.[Na+].[Na+].[N+](C1C=CC(C([O:45][C@H:46]2[C:50]3[N:51]=[CH:52][N:53]=[C:54](Cl)[C:49]=3[C@H:48]([CH3:56])[CH2:47]2)=O)=CC=1)([O-])=O.C(O)CC>C1C=CC([P]([Pd]([P](C2C=CC=CC=2)(C2C=CC=CC=2)C2C=CC=CC=2)([P](C2C=CC=CC=2)(C2C=CC=CC=2)C2C=CC=CC=2)[P](C2C=CC=CC=2)(C2C=CC=CC=2)C2C=CC=CC=2)(C2C=CC=CC=2)C2C=CC=CC=2)=CC=1>[ClH:1].[Cl:1][C:2]1[CH:3]=[CH:4][C:5]([CH:8]([NH:14][C:15]2[CH:16]=[CH:17][C:18]([C:54]3[C:49]4[C@H:48]([CH3:56])[CH2:47][C@@H:46]([OH:45])[C:50]=4[N:51]=[CH:52][N:53]=3)=[CH:19][CH:20]=2)[CH2:9][NH:10][CH:11]([CH3:12])[CH3:13])=[CH:6][CH:7]=1 |f:1.2.3,7.8,^1:66,68,87,106|. Procedure details: 1-(4-Chlorophenyl)-N2-isopropyl-N1-(4-(4,4,5,5-tetramethyl-1,3,2-dioxaborolan-2-yl)phenyl)ethane-1,2-diamine (0.075 g, 0.181 mmol), Pd(PPh3)4 (0.017 g, 0.015 mmol), and 2N Na2CO3 (0.226 mL, 0.452 mmol) were added to a solution of (5R,7R)-4-chloro-5-methyl-6,7-dihydro-5H-cyclopenta[d]pyrimidin-7-yl 4-nitrobenzoate (0.050 g, 0.151 mmol) in n-propanol (0.464 mL, 0.151 mmol). The suspension was degassed by bubbling nitrogen through the solution. The dark suspension was heated at 90° C. for 14 hours....